This data is from the Open Reaction Database (ORD), a public repository of structured organic reaction records. The task is: describe an organic reaction: reactants, conditions, products, and yield Starting materials: CCCCCCC(C)OS(=O)(=O)c1ccc(C)cc1, CO, CC(=O)O, Cc1ccccc1, O=[Cr](=O)(O)O, CCCCCCC(C)Oc1ccc(C=O)cc1F, [K+], [OH-], O. The product is CCCCCCC(C)Oc1ccc(C(=O)O)cc1F. RXN SMILES: [CH3:3][CH:4]([O:11][S:5]([c:6]1[cH:7][cH:8][c:9]([CH3:10])[cH:12][cH:13]1)(=[O:14])=[O:15])[CH2:16][CH2:17][CH2:18][CH2:19][CH2:20][CH3:21].[CH3:45][OH:46].[CH3:47][C:48](=[O:49])[OH:50].[CH3:52][c:53]1[cH:54][cH:55][cH:56][cH:57][cH:58]1.[Cr:40]([OH:41])([OH:42])(=[O:43])=[O:44].[F:22][c:23]1[cH:24][c:25]([CH:26]=[O:27])[cH:28][cH:29][c:30]1[O:31][CH:32]([CH2:33][CH2:34][CH2:35][CH2:36][CH2:37][CH3:38])[CH3:39].[K+:2].[OH-:1].[OH2:51]>>[OH:11][C:26]([c:25]1[cH:24][c:23]([F:22])[c:30]([O:31][CH:32]([CH2:33][CH2:34][CH2:35][CH2:36][CH2:37][CH3:38])[CH3:39])[cH:29][cH:28]1)=[O:27]. The reactants are C(=O)([O-])[O-].[K+].[K+] (K2CO3), OC1=C(C=CC=C1)NC(C(=C)C)=O (N-(2-hydroxyphenyl)methacrylamide), di-tert-butyl pyrocarbonate (di-tert-butyl dicarbonate). Solvent: O1CCCC1 (tetrahydrofuran), O1CCCC1 (THF). The product is C(C)(C)(C)OC(=O)OC1=C(C=CC=C1)NC(C(=C)C)=O (N-(2-tert-Butoxycarbonyloxyphenyl) methacrylamide). RXN SMILES: [C:1]([O-:4])([O-:3])=[O:2].[K+].[K+].O[C:8]1[CH:13]=[CH:12][CH:11]=[CH:10][C:9]=1[NH:14][C:15](=[O:19])[C:16]([CH3:18])=[CH2:17]>O1CCCC1>[C:16]([O:2][C:1]([O:4][C:8]1[CH:13]=[CH:12][CH:11]=[CH:10][C:9]=1[NH:14][C:15](=[O:19])[C:16]([CH3:18])=[CH2:17])=[O:3])([CH3:18])([CH3:17])[CH3:15] |f:0.1.2|. Reported procedure: K2CO3 (30 g) is added to a solution of 20.0 g (0.112 tool) of N-(2-hydroxyphenyl)methacrylamide in tetrahydrofuran (THF). A solution of 27 g (0.124 tool) of di-tert-butyl pyrocarbonate (di-tert-butyl dicarbonate) in THF is then added dropwise at room temperature while stirring. The reaction is complete after a few hours. The reaction mixture is poured onto ice and extracted with ethyl acetate, the organic phase is dried and the solvent is distilled off. A yellowish oil is obtained which decompos... The reactants are ClCC1=NC=C(C2=CC=CC=C12)C1=CC=CC=C1 (1-chloromethyl-4-phenylisoquinoline), CN (monomethylamine). Solvent: CO (methanol), CO (methanol). Conditions: time 3 day. Yields the product Cl.CNCC1=NC=C(C2=CC=CC=C12)C1=CC=CC=C1 (1-methylaminomethyl-4-phenylisoquinoline hydrochloride). Reaction SMILES: [CH3:1][NH2:2].[Cl:3][CH2:4][C:5]1[C:14]2[C:9](=[CH:10][CH:11]=[CH:12][CH:13]=2)[C:8]([C:15]2[CH:20]=[CH:19][CH:18]=[CH:17][CH:16]=2)=[CH:7][N:6]=1>CO>[ClH:3].[CH3:1][NH:2][CH2:4][C:5]1[C:14]2[C:9](=[CH:10][CH:11]=[CH:12][CH:13]=2)[C:8]([C:15]2[CH:20]=[CH:19][CH:18]=[CH:17][CH:16]=2)=[CH:7][N:6]=1 |f:3.4|. Procedure: To a stirred solution of monomethylamine (200 ml) and methanol (1 liter) maintained under nitrogen and cooled in an ice bath was added a solution of 1-chloromethyl-4-phenylisoquinoline (24.3 g, 0.093 m) in methanol (100 ml) and the mixture allowed to warm to ambient temperature and stirred for 3 days. The solvents were evaporated and the dark oily residue dissolved in methanol (50 ml) and isopropanol and acidified with HCl gas. Upon cooling and standing, a white solid crystallized which was coll... Starting materials: ClC=1C(=C(C=CC1)S(=O)(=O)Cl)C (3-chloro-2-methylbenzenesulphonyl chloride), N1=CC=CC=C1 (pyridine), C(=O)(O)[O-].[Na+] (NaHCO3), COC(=O)C=1OC2=C(C1)C=C(C=C2)N (5-amino-benzofuran-2-carboxylic acid methyl ester). The solvent is ClCCl (dichloromethane). Run at time 5 minute. The product is COC(=O)C=1OC2=C(C1)C=C(C=C2)NS(=O)(=O)C2=C(C(=CC=C2)Cl)C (5-(3-chloro-2-methyl-benzenesulfonylamino)-benzofuran-2-carboxylic acid methyl ester). Isolated yield 76.5%. Reaction SMILES: [Cl:1][C:2]1[C:3]([CH3:12])=[C:4]([S:8](Cl)(=[O:10])=[O:9])[CH:5]=[CH:6][CH:7]=1.N1C=CC=CC=1.[CH3:19][O:20][C:21]([C:23]1[O:24][C:25]2[CH:31]=[CH:30][C:29]([NH2:32])=[CH:28][C:26]=2[CH:27]=1)=[O:22].C([O-])(O)=O.[Na+]>ClCCl>[CH3:19][O:20][C:21]([C:23]1[O:24][C:25]2[CH:31]=[CH:30][C:29]([NH:32][S:8]([C:4]3[CH:5]=[CH:6][CH:7]=[C:2]([Cl:1])[C:3]=3[CH3:12])(=[O:10])=[O:9])=[CH:28][C:26]=2[CH:27]=1)=[O:22] |f:3.4|. Reported procedure: To a solution of 3-chloro-2-methylbenzenesulphonyl chloride (99 mg, 0.44 mmol) in dichloromethane (3 mL) was added pyridine (85 μL, 1.05 mmol) and the mixture was stirred under N2 for 5 min, after which time 5-amino-benzofuran-2-carboxylic acid methyl ester (80 mg, 0.42 mmol) was added. The resulting mixture was stirred for 2 h at room temperature, then saturated NaHCO3 solution (10 mL) was added and the mixture was extracted into ethyl acetate (15 mL). The organic phase was washed with brine, d... The reactants are CCO, O=Cc1ccc(C=CC(=O)O)cc1, CC(=O)c1cc(N2CCN(C)CC2)ccc1Cl, Cl, [K+], [OH-]. Product: CN1CCN(c2ccc(Cl)c(C(=O)C=Cc3ccc(C=CC(=O)O)cc3)c2)CC1. As a reaction SMILES: [CH3:34][CH2:35][OH:36].[CH:1](=[O:2])[c:3]1[cH:4][cH:5][c:6]([CH:7]=[CH:8][C:9](=[O:10])[OH:11])[cH:12][cH:13]1.[Cl:14][c:15]1[c:16]([C:28]([CH3:29])=[O:30])[cH:17][c:18]([N:21]2[CH2:22][CH2:23][N:24]([CH3:27])[CH2:25][CH2:26]2)[cH:19][cH:20]1.[ClH:33].[K+:32].[OH-:31]>>[CH:1]([c:3]1[cH:4][cH:5][c:6]([CH:7]=[CH:8][C:9](=[O:10])[OH:11])[cH:12][cH:13]1)=[CH:29][C:28]([c:16]1[c:15]([Cl:14])[cH:20][cH:19][c:18]([N:21]2[CH2:22][CH2:23][N:24]([CH3:27])[CH2:25][CH2:26]2)[cH:17]1)=[O:30]. The reactants are C(C)N (ethylamine), ClCCOC1=C(C=CC=C1)C1(CC1)NC=1C(N(C=CN1)C=1C(=CC(=C(C(=O)NC2CC2)C1)F)C)=O (5-[3-({1-[2-(2-chloroethoxy)phenyl]cyclopropyl}amino)-2-oxopyrazin-1(2H)-yl]-N-cyclopropyl-2-fluoro-4-methylbenzamide), C(C)N (ethylamine), solution. RXN SMILES: [CH2:1]([NH2:3])[CH3:2].Cl[CH2:5][CH2:6][O:7][C:8]1[CH:13]=[CH:12][CH:11]=[CH:10][C:9]=1[C:14]1([NH:17][C:18]2[C:19](=[O:38])[N:20]([C:24]3[C:25]([CH3:37])=[CH:26][C:27]([F:36])=[C:28]([CH:35]=3)[C:29]([NH:31][CH:32]3[CH2:34][CH2:33]3)=[O:30])[CH:21]=[CH:22][N:23]=2)[CH2:16][CH2:15]1>O1CCOCC1.C1COCC1>[CH:32]1([NH:31][C:29](=[O:30])[C:28]2[CH:35]=[C:24]([N:20]3[CH:21]=[CH:22][N:23]=[C:18]([NH:17][C:14]4([C:9]5[CH:10]=[CH:11][CH:12]=[CH:13][C:8]=5[O:7][CH2:6][CH2:5][NH:3][CH2:1][CH3:2])[CH2:16][CH2:15]4)[C:19]3=[O:38])[C:25]([CH3:37])=[CH:26][C:27]=2[F:36])[CH2:34][CH2:33]1. Procedure details: A solution of ethylamine (2.012 mL of 2M in THF) and 5-[3-({1-[2-(2-chloroethoxy)phenyl]cyclopropyl}amino)-2-oxopyrazin-1(2H)-yl]-N-cyclopropyl-2-fluoro-4-methylbenzamide (Example 318h, 100 mg) in dioxane (3 mL) was heated for 24 h at 100° C. in a sealed tube. Further ethylamine (2.012 mL of a 2M solution in THF) was added and the reaction was heated for a further 24 h. Purification by preparative HPLC (Xbridge column eluting with a gradient of acetonitrile in 0.2% (v/v) aqueous ammonia) gave th... Product: C1(CC1)NC(C1=C(C=C(C(=C1)N1C(C(=NC=C1)NC1(CC1)C1=C(C=CC=C1)OCCNCC)=O)C)F)=O (N-Cyclopropyl-5-{3-[(1-{2-[2-(ethylamino)ethoxy]phenyl}cyclopropyl)amino]-2-oxopyrazin-1(2H)-yl}-2-fluoro-4-methylbenzamide). The solvent is O1CCOCC1 (dioxane), C1CCOC1 (THF). Starting materials: CCOc1ccc(Br)cc1, CC(=O)[O-], CC(=O)[O-], CC(C)(C)[O-], COc1c(C)c(N2CCNCC2)c(C)c2c1OC(C)(C)C2, CCOC(C)=O, Cc1ccccc1, [Na+], [Pd+2], c1ccc(P(c2ccccc2)c2ccc3ccccc3c2-c2c(P(c3ccccc3)c3ccccc3)ccc3ccccc23)cc1. The product is CCOc1ccc(N2CCN(c3c(C)c4c(c(OC)c3C)OC(C)(C)C4)CC2)cc1. RXN SMILES: [Br:28][c:29]1[cH:30][cH:31][c:32]([O:35][CH2:36][CH3:37])[cH:33][cH:34]1.[C:84]([O-:85])(=[O:86])[CH3:87].[C:89]([O-:90])(=[O:91])[CH3:92].[CH3:1][C:2]([CH3:3])([O-:4])[CH3:5].[CH3:7][O:8][c:9]1[c:10]([CH3:27])[c:11]([N:21]2[CH2:22][CH2:23][NH:24][CH2:25][CH2:26]2)[c:12]([CH3:20])[c:13]2[c:17]1[O:16][C:15]([CH3:18])([CH3:19])[CH2:14]2.[CH3:93][CH2:94][O:95][C:96](=[O:97])[CH3:98].[CH3:99][c:100]1[cH:101][cH:102][cH:103][cH:104][cH:105]1.[Na+:6].[Pd+2:88].[cH:38]1[cH:39][cH:40][c:41]([P:42]([c:43]2[cH:44][cH:45][c:46]3[c:47]([cH:48][cH:49][cH:50][cH:51]3)[c:52]2-[c:53]2[c:54]3[c:55]([cH:56][cH:57][cH:58][cH:59]3)[cH:60][cH:61][c:62]2[P:63]([c:64]2[cH:65][cH:66][cH:67][cH:68][cH:69]2)[c:70]2[cH:71][cH:72][cH:73][cH:74][cH:75]2)[c:76]2[cH:77][cH:78][cH:79][cH:80][cH:81]2)[cH:82][cH:83]1>>[CH3:7][O:8][c:9]1[c:10]([CH3:27])[c:11]([N:21]2[CH2:22][CH2:23][N:24]([c:29]3[cH:30][cH:31][c:32]([O:35][CH2:36][CH3:37])[cH:33][cH:34]3)[CH2:25][CH2:26]2)[c:12]([CH3:20])[c:13]2[c:17]1[O:16][C:15]([CH3:18])([CH3:19])[CH2:14]2. The reactants are CC1=CC(NC2=CC=C(C=C12)O)=O (4-methyl-6-hydroxy-2-oxo-1,2-dihydroquinoline), C(CC)OC1=C(CN2CCN(CC2)CCCCl)C=CC=C1 (3-[4-(2-propoxybenzyl)-piperazin-1-yl]-propyl chloride). Product: CC1=CC(NC2=CC=C(C=C12)OCCCN1CCN(CC1)CC1=C(C=CC=C1)OCCC)=O (4-methyl-6-{3-[4-(2-propoxybenzyl)-piperazin-1-yl]-propoxy}-2-oxo-1,2-dihydroquinoline). Yield: 53.0%. Reaction SMILES: [CH3:1][C:2]1[C:11]2[C:6](=[CH:7][CH:8]=[C:9]([OH:12])[CH:10]=2)[NH:5][C:4](=[O:13])[CH:3]=1.[CH2:14]([O:17][C:18]1[CH:34]=[CH:33][CH:32]=[CH:31][C:19]=1[CH2:20][N:21]1[CH2:26][CH2:25][N:24]([CH2:27][CH2:28][CH2:29]Cl)[CH2:23][CH2:22]1)[CH2:15][CH3:16]>>[CH3:1][C:2]1[C:11]2[C:6](=[CH:7][CH:8]=[C:9]([O:12][CH2:29][CH2:28][CH2:27][N:24]3[CH2:25][CH2:26][N:21]([CH2:20][C:19]4[CH:31]=[CH:32][CH:33]=[CH:34][C:18]=4[O:17][CH2:14][CH2:15][CH3:16])[CH2:22][CH2:23]3)[CH:10]=2)[NH:5][C:4](=[O:13])[CH:3]=1. Procedure: In a manner analogous to that described in Example 9, 4-methyl-6-hydroxy-2-oxo-1,2-dihydroquinoline is reacted with 3-[4-(2-propoxybenzyl)-piperazin-1-yl]-propyl chloride. There is obtained 4-methyl-6-{3-[4-(2-propoxybenzyl)-piperazin-1-yl]-propoxy}-2-oxo-1,2-dihydroquinoline in a yield of 53% of theory in the form of an oily base. The corresponding hydrochloride is obtained from an acetone solution of the base, by the addition of ethereal hydrochloric acid, in amorphous fomrm with a melting poi...